From a dataset of the Open Reaction Database (ORD), a public repository of structured organic reaction records. describe an organic reaction: reactants, conditions, products, and yield Reactants: C1CCNC1, Clc1nn2ccnc2c2c1CCCC2, O. Reaction SMILES: [CH2:15]1[CH2:16][CH2:17][NH:18][CH2:19]1.[Cl:1][c:2]1[n:3][n:4]2[c:5]([c:6]3[c:11]1[CH2:10][CH2:9][CH2:8][CH2:7]3)[n:12][cH:13][cH:14]2.[OH2:20]>>[c:2]1([N:18]2[CH2:17][CH2:16][CH2:15][CH2:19]2)[n:3][n:4]2[c:5]([c:6]3[c:11]1[CH2:10][CH2:9][CH2:8][CH2:7]3)[n:12][cH:13][cH:14]2. Yields the product c1cn2nc(N3CCCC3)c3c(c2n1)CCCC3. Starting materials: [N+](=O)([O-])C (Nitromethane), CC(C)([O-])C.[K+] (potassium t-butoxide), C(CC(O)(C(=O)O)CC(=O)O)(=O)O (citric acid), S(=O)(=O)([O-])S(=O)[O-].[Na+].[Na+] (sodium metabisulphite), II (iodine), CC=1OC2=CC=C(C=C2C(C1C)=O)S(=O)(=O)[O-].[Na+] (Sodium 2,3-dimethyl-4-oxo-4H-chromene-6-sulphonate). Solvent: CN(C=O)C (N,N-dimethylformamide), C1(=CC=CC=C1)C (toluene), O (water). Conditions: time 30 minute. Yields the product CC=1OC2=CC=C(C=C2C(C1C)=O)S(=O)(=O)C[N+](=O)[O-] (2,3-dimethyl-6-(nitromethyl-sulphonyl)-4H-chromen-4-one). The yield is 7.5%. RXN SMILES: [N+:1]([CH3:4])([O-:3])=[O:2].CC(C)([O-])C.[K+].[CH3:11][C:12]1[O:13][C:14]2[C:19]([C:20](=[O:23])[C:21]=1[CH3:22])=[CH:18][C:17]([S:24]([O-])(=[O:26])=[O:25])=[CH:16][CH:15]=2.[Na+].II.C(O)(=O)CC(CC(O)=O)(C(O)=O)O.S(S([O-])=O)([O-])(=O)=O.[Na+].[Na+]>CN(C)C=O.O.C1(C)C=CC=CC=1>[CH3:11][C:12]1[O:13][C:14]2[C:19]([C:20](=[O:23])[C:21]=1[CH3:22])=[CH:18][C:17]([S:24]([CH2:4][N+:1]([O-:3])=[O:2])(=[O:25])=[O:26])=[CH:16][CH:15]=2 |f:1.2,3.4,7.8.9|. Reported procedure: Nitromethane (0.92 ml, 17 mmol) was added dropwise to a stirred solution of potassium t-butoxide (0.84 g, 8.4 mM) in N,N-dimethylformamide (DMF; 40 ml) at -5° C. When the addition was complete, stirring was continued for 30 minutes at -5° C. Sodium 2,3-dimethyl-4-oxo-4H-chromene-6-sulphonate (2.2 g, 8.5 mM) was then added, followed immediately by iodine (1.07 g, 4.2 mM). The mixture was allowed to attain ambient temperature and stirred overnight. The reaction mixture was then added to a solution...